This data is from the Open Reaction Database (ORD), a public repository of structured organic reaction records. The task is: describe an organic reaction: reactants, conditions, products, and yield The reactants are ClC=1C=CC=C2C(=CN(C12)CC#N)S(=O)(=O)C ((7-Chloro-3-methanesulfonyl-indol-1-yl)-acetonitrile), C(CN)N (ethylene diamine). Reagents/catalysts: C(=S)=S (carbon disulfide). Reaction conditions: temperature 140 celsius, time 30 minute. The product is ClC=1C=CC=C2C(=CN(C12)CC=1NCCN1)S(=O)(=O)C (7-Chloro-1-(4,5-dihydro-1H-imidazol-2-ylmethyl)-3-methanesulfonyl-1H-indole). As a reaction SMILES: [Cl:1][C:2]1[CH:3]=[CH:4][CH:5]=[C:6]2[C:10]=1[N:9]([CH2:11][C:12]#[N:13])[CH:8]=[C:7]2[S:14]([CH3:17])(=[O:16])=[O:15].[CH2:18](N)[CH2:19][NH2:20]>C(=S)=S>[Cl:1][C:2]1[CH:3]=[CH:4][CH:5]=[C:6]2[C:10]=1[N:9]([CH2:11][C:12]1[NH:20][CH2:19][CH2:18][N:13]=1)[CH:8]=[C:7]2[S:14]([CH3:17])(=[O:16])=[O:15]. Procedure: (7-chloro-3-methanesulfonyl-indol-1-yl)-acetonitrile (2.1 g) from Step 7 was dissolved in ethylene diamine (10 ml) and 2 drops of carbon disulfide were added. The flask was blanketed with nitrogen and then placed in an oil bath previously heated to 140° C. The mixture was stirred and after 30 minutes checked by mass spec which revealed the complete absence of starting material and the appearance of the desired product (positive ion spectrum) as well as an undetermined amount of unalkylated impur...